From a dataset of the Open Reaction Database (ORD), a public repository of structured organic reaction records. describe an organic reaction: reactants, conditions, products, and yield Starting materials: N1C=CC=2C(CCCC12)=NO (1,5,6,7-tetrahydro-indol-4-one oxime), CC(C)C[AlH]CC(C)C (DIBAL-H), O (water), [F-].[Na+] (NaF). The solvent is C(Cl)Cl (DCM). Reaction conditions: time 2 hour. The product is N1C=CC=2NCCCCC21 (1,4,5,6,7,8-hexahydro-pyrrolo[3,2-b]azepine). Yield: 33.4%. As a reaction SMILES: [NH:1]1[C:9]2[CH2:8][CH2:7][CH2:6][C:5](=[N:10]O)[C:4]=2[CH:3]=[CH:2]1.CC(C[AlH]CC(C)C)C.[F-].[Na+].O>C(Cl)Cl>[NH:1]1[C:9]2[CH2:8][CH2:7][CH2:6][CH2:5][NH:10][C:4]=2[CH:3]=[CH:2]1 |f:2.3|. Procedure: To a stirred solution of 1,5,6,7-tetrahydro-indol-4-one oxime (1.2 g, 7.7 mmol) in DCM (anhydrous, 250 mL) was added DIBAL-H (1M solution in DCM, 35 mL) at 0° C. under nitrogen. After 2 hours, NaF (7 g) was added followed by water (2.24 g). After 20 mins, the reaction was filtered through celite and the solvent was removed to give 350 mg of 1,4,5,6,7,8-hexahydro-pyrrolo[3,2-b]azepine as a brown oil. Starting materials: CC(C)C(NC(=O)OC(C)(C)C)C(=O)O, C(=NC1CCCCC1)=NC1CCCCC1, O=c1[nH]c(=O)n(C2CC(Cl)C(CO)O2)cc1C=CBr, ClCCl. Product: CC(C)C(NC(=O)OC(C)(C)C)C(=O)OCC1OC(n2cc(C=CBr)c(=O)[nH]c2=O)CC1Cl. As a reaction SMILES: [C:20]([CH3:21])([CH3:22])([CH3:23])[O:24][C:25](=[O:26])[NH:27][CH:28]([CH:29]([CH3:30])[CH3:31])[C:32](=[O:33])[OH:34].[CH:35]1([N:36]=[C:37]=[N:38][CH:39]2[CH2:40][CH2:41][CH2:42][CH2:43][CH2:44]2)[CH2:45][CH2:46][CH2:47][CH2:48][CH2:49]1.[Cl:1][CH:2]1[CH2:3][CH:4]([n:9]2[c:10](=[O:11])[nH:12][c:13](=[O:14])[c:15]([CH:17]=[CH:18][Br:19])[cH:16]2)[O:5][CH:6]1[CH2:7][OH:8].[Cl:50][CH2:51][Cl:52]>>[Cl:1][CH:2]1[CH2:3][CH:4]([n:9]2[c:10](=[O:11])[nH:12][c:13](=[O:14])[c:15]([CH:17]=[CH:18][Br:19])[cH:16]2)[O:5][CH:6]1[CH2:7][O:8][C:32]([CH:28]([NH:27][C:25]([O:24][C:20]([CH3:21])([CH3:22])[CH3:23])=[O:26])[CH:29]([CH3:30])[CH3:31])=[O:33]. Reaction conditions: time 6 hour. Reported procedure: To (5-bromo-2-fluoro-phenyl)-methanol (1.2 g, 5.9 mmol) in DME (20 mL) was added phosphorus tribromide (0.83 mL, 8.8 mmol), and the reaction was stirred at room temperature for 6 hours. The mixture was cooled to 0° C. and adjusted to pH 6 with saturated aqueous NaHCO3. The solution was extracted with EtOAc, and the combined organic layers were dried, concentrated, and purified by silica gel chromatography to give the title compound. Reaction SMILES: [Br:1][C:2]1[CH:3]=[CH:4][C:5]([F:10])=[C:6]([CH2:8]O)[CH:7]=1.P(Br)(Br)[Br:12].C([O-])(O)=O.[Na+]>COCCOC>[Br:1][C:2]1[CH:3]=[CH:4][C:5]([F:10])=[C:6]([CH2:8][Br:12])[CH:7]=1 |f:2.3|. Product: BrC1=CC(=C(C=C1)F)CBr (4-Bromo-2-bromomethyl-1-fluoro-benzene). Starting materials: BrC=1C=CC(=C(C1)CO)F ((5-bromo-2-fluoro-phenyl)-methanol), P(Br)(Br)Br (phosphorus tribromide), C(=O)(O)[O-].[Na+] (NaHCO3). The solvent is COCCOC (DME). Starting materials: CC[O-], CCO, ClC(Cl)Cl, [Cl-], Clc1cc(N2CCOCC2)[o+]c2c(-c3ccccc3)cccc12, [Na+]. The product is [Cl-], CCOc1cc(N2CCOCC2)[o+]c2c(-c3ccccc3)cccc12. Reaction SMILES: [CH3:26][CH2:27][O-:28].[CH3:29][CH2:30][OH:31].[CH:32]([Cl:33])([Cl:34])[Cl:35].[Cl-:1].[Cl:2][c:3]1[cH:4][c:5]([N:19]2[CH2:20][CH2:21][O:22][CH2:23][CH2:24]2)[o+:6][c:7]2[c:8](-[c:13]3[cH:14][cH:15][cH:16][cH:17][cH:18]3)[cH:9][cH:10][cH:11][c:12]12.[Na+:25]>>[Cl-:2].[c:3]1([O:28][CH2:27][CH3:26])[cH:4][c:5]([N:19]2[CH2:20][CH2:21][O:22][CH2:23][CH2:24]2)[o+:6][c:7]2[c:8](-[c:13]3[cH:14][cH:15][cH:16][cH:17][cH:18]3)[cH:9][cH:10][cH:11][c:12]12. Reaction SMILES: [Cl:1][C:2]1[C:11]([CH3:12])=[N:10][C:9]2[C:4](=[CH:5][CH:6]=[CH:7][CH:8]=2)[N:3]=1.C.[CH2:14]([NH:18][C:19]([NH:21][CH2:22][CH2:23][CH2:24][CH3:25])=[S:20])[CH2:15][CH2:16][CH3:17]>CO>[ClH:1].[CH3:12][C:11]1[C:2]([S:20][C:19](=[N:18][CH2:14][CH2:15][CH2:16][CH3:17])[NH:21][CH2:22][CH2:23][CH2:24][CH3:25])=[N:3][C:4]2[C:9]([N:10]=1)=[CH:8][CH:7]=[CH:6][CH:5]=2 |f:4.5|. Yields the product Cl.CC=1C(=NC2=CC=CC=C2N1)SC(NCCCC)=NCCCC (N,N'-Dibutylcarbamimidothioic acid(3-methyl-2-quinoxalinyl)ester, hydrochloride). Reaction conditions: time 1 hour. Solvent: CO (methanol), CO (methanol). Procedure: 2-Chloro-3-methylquinoxaline (3.572 g., 0.02 mole) was dissolved in 50 ml. of methanol, treated with Norit and filtered. The filtrate was added to 3.767 g. (0.02 mole) of 1,3-dibutylthiourea dissolved in 25 ml. of methanol. The resulting solution was stirred at room temperature for 1 hour and evaporated on a rotary evaporator. The residual oil was triturated successively with several portions of ether, 2:1 pentane-ether and acetone, and was filtered and washed with pentane, to give 2.60 g. (38.6... Starting materials: ClC1=NC2=CC=CC=C2N=C1C (2-Chloro-3-methylquinoxaline), product, C(CCC)NC(=S)NCCCC (1,3-dibutylthiourea), C (Norit).